From a dataset of the Open Reaction Database (ORD), a public repository of structured organic reaction records. describe an organic reaction: reactants, conditions, products, and yield Reaction SMILES: [H-].[Na+].[H][H].[CH2:5]([N:12]1[CH2:17][CH2:16][C:15](=O)[CH2:14][CH2:13]1)[C:6]1[CH:11]=[CH:10][CH:9]=[CH:8][CH:7]=1.O>[Br-].C([P+](C1C=CC=CC=1)(C1C=CC=CC=1)C1C=CC=CC=1)CCC.CS(C)=O>[CH2:5]([N:12]1[CH2:17][CH2:16][C:15](=[CH:5][CH2:6][CH2:7][CH3:8])[CH2:14][CH2:13]1)[C:6]1[CH:11]=[CH:10][CH:9]=[CH:8][CH:7]=1 |f:0.1,5.6|. The reagents and catalysts are [Br-].C(CCC)[P+](C1=CC=CC=C1)(C1=CC=CC=C1)C1=CC=CC=C1 (butyltriphenylphosphonium bromide). The product is C(C1=CC=CC=C1)N1CCC(CC1)=CCCC (1-Benzyl-4-n-butylidenepiperidine). Reported procedure: A 500 mL 3-necked flask fitted with a stirrer, was charged with sodium hydride (1.61 g, 67 mmol) and DMSO (40 mL). The resulting suspension was heated to 90° C. for 30 min, until the evolution of hydrogen ceased. The suspension was cooled on an ice-bath for 20 min followed by addition of a slurry of butyltriphenylphosphonium bromide (26.6 g, 67 mmol) in DMSO (70 mL). The red mixture was stirred for 15 min at rt. 1-Benzyl4-piperidone 1 (14.0 g, 74 mmol) was slowly added over 30 min, and the mixtu... Yield: 449.0%. Conditions: time 15 minute. Reactants: O (H2O), [H-].[Na+] (sodium hydride), C(C1=CC=CC=C1)N1CCC(CC1)=O (1-Benzyl4-piperidone), [H][H] (hydrogen). Run in CS(=O)C (DMSO), CS(=O)C (DMSO).